The task is: describe an organic reaction: reactants, conditions, products, and yield. This data is from the Open Reaction Database (ORD), a public repository of structured organic reaction records. Reactants: C(C)(C)(C)OC(=O)N1CC(C1)N1CC(NCC1)=O (3-(3-Oxo-piperazin-1-yl)-azetidine-1-carboxylic acid tert-butyl ester), BrC1=NC=CC=N1 (2-bromopyrimidine), N1=CC=CC2=CC=C3C=CC=NC3=C12 (1,10-phenanthroline), [O-]P(=O)([O-])[O-].[K+].[K+].[K+] (K3PO4). Reagents/catalysts: [Cu]I (CuI). Run in C1(=CC=CC=C1)C (toluene), C(Cl)Cl (CH2Cl2). Conditions: temperature 110 celsius. Product: C(C)(C)(C)OC(=O)N1CC(C1)N1CC(N(CC1)C1=NC=CC=N1)=O (3-(3-Oxo-4-pyrimidin-2-yl-piperazin-1-yl)-azetidine-1-carboxylic acid tert-butyl ester). Yield: 36.8%. RXN SMILES: [C:1]([O:5][C:6]([N:8]1[CH2:11][CH:10]([N:12]2[CH2:17][CH2:16][NH:15][C:14](=[O:18])[CH2:13]2)[CH2:9]1)=[O:7])([CH3:4])([CH3:3])[CH3:2].Br[C:20]1[N:25]=[CH:24][CH:23]=[CH:22][N:21]=1.N1C2C(=CC=C3C=2N=CC=C3)C=CC=1.[O-]P([O-])([O-])=O.[K+].[K+].[K+]>C1(C)C=CC=CC=1.C(Cl)Cl.[Cu]I>[C:1]([O:5][C:6]([N:8]1[CH2:11][CH:10]([N:12]2[CH2:17][CH2:16][N:15]([C:20]3[N:25]=[CH:24][CH:23]=[CH:22][N:21]=3)[C:14](=[O:18])[CH2:13]2)[CH2:9]1)=[O:7])([CH3:4])([CH3:2])[CH3:3] |f:3.4.5.6|. Procedure: A mixture of intermediate 4b (52 mg, 0.204 mmol), 2-bromopyrimidine 1i (65 mg, 0.41 mmol), CuI (8 mg, 0.04 mmol), 1,10-phenanthroline (18 mg, 0.10 mmol), and K3PO4 (95 mg, 0.45 mmol) in toluene (1 mL) was heated at 110° C. under N2 for 9 h. The reaction mixture was diluted with CH2Cl2 and filtered. The solution was concentrated and purification by column chromatography (silica gel, 3% MeOH/CH2Cl2) gave intermediate 3c as light yellow solid (25 mg). Reported procedure: A mixture of 2,2-Dimethyl-thiomorpholine-3-carboxylic acid (3.51 g, 20 mmol, BE 893025), formic acid (5.12 g of 90%) and formalin (4.5 mL of 37%) is heated at reflux for 8 hours. The reaction mixture is then cooled and treated with hydrochloric acid (10 mL of 4N) and evaporated to dryness. A portion of this residue is purified by HPLC to give 2,2,4-trimethyl-thiomorpholine-3-carboxylic acid, which is used as is. 2,2,4-Trimethyl-thiomorpholine-3-carboxylic acid (388 mg, 2.05 mmol) is stirred with... Reactants: CC1(C(NCCS1)C(=O)O)C (2,2-Dimethyl-thiomorpholine-3-carboxylic acid), C=O (formalin), Cl (hydrochloric acid). Yields the product CC1(C(N(CCS1)C)C(=O)O)C (2,2,4-trimethyl-thiomorpholine-3-carboxylic acid). Reaction SMILES: [CH3:1][C:2]1([CH3:11])[S:7][CH2:6][CH2:5][NH:4][CH:3]1[C:8]([OH:10])=[O:9].[CH2:12]=O.Cl>C(O)=O>[CH3:1][C:2]1([CH3:11])[S:7][CH2:6][CH2:5][N:4]([CH3:12])[CH:3]1[C:8]([OH:10])=[O:9]. The solvent is C(=O)O (formic acid). Reaction SMILES: [H-].[Na+].[F:3][C:4]1[CH:5]=[C:6]2[C:10](=[CH:11][CH:12]=1)[NH:9][CH:8]=[C:7]2[CH3:13].[NH2:14]OS(O)(=O)=O>CN(C=O)C>[F:3][C:4]1[CH:5]=[C:6]2[C:10](=[CH:11][CH:12]=1)[N:9]([NH2:14])[CH:8]=[C:7]2[CH3:13] |f:0.1|. Reaction conditions: temperature 0 celsius, time 1 hour. Solvent: CN(C)C=O (DMF). Yields the product FC=1C=C2C(=CN(C2=CC1)N)C (5-fluoro-3-methyl-indol-1-ylamine). Reported procedure: A suspension of NaH (2.01 g, 50.3 mmol, 60% in mineral oil) in DMF (45 mL) at 0° C. is treated with 5-fluoro-3-methyl-1H-indole (500 mg, 3.55 mmol), and the mixture is stirred at 0° C. for 1 h. NH2OSO3H (1.9 g, 16.75 mmol) is added portion wise, and the mixture is then warmed to rt and stirred for 2 h. The mixture is quenched with MeOH, diluted with water, extracted with EtOAc, dried (Na2SO4), filtered and concentrated to afford 5-fluoro-3-methyl-indol-1-ylamine. MS: 165 (M+H); 1H NMR (300 MHz, ... Starting materials: FC=1C=C2C(=CNC2=CC1)C (5-fluoro-3-methyl-1H-indole), [H-].[Na+] (NaH), NOS(=O)(=O)O (NH2OSO3H). Reactants: FC=1C(=CC(=C(N)C1)[N+](=O)[O-])OC(C(F)F)(F)F (5-fluoro-2-nitro-4-(1',1',2',2'-tetrafluoroethoxy)aniline), [N+](=O)([O-])C1=C(N)C=CC=C1 (o-nitroaniline), FF (fluorine), C1(=C(C=CC=C1)N)N (o-phenylenediamine). The reagents and catalysts are [Fe] (iron). Solvent: C(C)(=O)OCC (ethyl acetate), C(C)(=O)O (acetic acid), C(Cl)(Cl)Cl (chloroform), C(C)(=O)O (acetic acid), O (water). Run at temperature 40 celsius, time 15 minute. Yields the product FC=1C=C(C(=CC1OC(C(F)F)(F)F)N)N (4-fluoro-5-(1',1',2',2'-tetrafluoroethoxy)-1,2-benzenediamine). As a reaction SMILES: [F:1][C:2]1[C:3]([O:12][C:13]([F:18])([F:17])[CH:14]([F:16])[F:15])=[CH:4][C:5]([N+:9]([O-])=O)=[C:6]([CH:8]=1)[NH2:7].[N+](C1C=CC=CC=1N)([O-])=O.FF.C1(N)C=CC=CC=1N>C(OCC)(=O)C.C(O)(=O)C.C(Cl)(Cl)Cl.[Fe].O>[F:1][C:2]1[CH:8]=[C:6]([NH2:7])[C:5]([NH2:9])=[CH:4][C:3]=1[O:12][C:13]([F:18])([F:17])[CH:14]([F:15])[F:16]. Procedure details: 4.7 Grams of 5-fluoro-2-nitro-4-(1',1',2',2'-tetrafluoroethoxy)aniline [i.e. the o-nitroaniline compound (VI) containing fluorine as the substituent X] was dissolved in a mixed solvent of 15 ml of ethyl acetate and 15 ml of acetic acid. The resulting solution was dropwise added to a suspension of 4.8 g of iron powders in a mixed solution of 3 ml of acetic acid and 30 ml of water while maintaining the temperature at 40° C. Thereafter, stirring was continued for 15 minutes at 40° C. to 50° C. The ... The reactants are C([O-])([O-])=O.[K+].[K+] (potassium carbonate), C(C)I (ethyl iodide), FC1=C(C=CC=C1F)O (2,3-difluorophenol). Run in CC(=O)C (acetone). Conditions: temperature 70 celsius, time 5 hour. Product: C(C)OC1=C(C(=CC=C1)F)F (1-ethoxy-2,3-difluoro-benzene). Isolated yield 99.3%. Reaction SMILES: [F:1][C:2]1[C:7]([F:8])=[CH:6][CH:5]=[CH:4][C:3]=1[OH:9].C(=O)([O-])[O-].[K+].[K+].[CH2:16](I)[CH3:17]>CC(C)=O>[CH2:16]([O:9][C:3]1[CH:4]=[CH:5][CH:6]=[C:7]([F:8])[C:2]=1[F:1])[CH3:17] |f:1.2.3|. Procedure details: 2,3-difluorophenol 3a (4 g, 30.7 mmol) was dissolved in 60 mL acetone, followed by addition of potassium carbonate (6.36 g, 46.1 mmol) and ethyl iodide (3.19 mL, 39.9 mmol). The reaction mixture was stirred for 5 hours at 70° C. Thereafter, the reaction mixture was filtered. The filtrate was concentrated under reduced pressure. The resulting residue was dissolved in 100 mL ethyl acetate, and washed with water (100 mL) and saturated sodium chloride solution (100 mL), and the organic extract was c... Run at time 8 hour. Procedure details: To solution of 5,7-dimethyl-1H-indole-2,3-dione in tetrahydrofuran at 0° C. was added 1.0 M solution of borane-tetrahydrofuran complex in tetrahydrofuran (40 mL). After stirred at room temperature overnight, a 5% HCI solution was added to the mixture and it was stirred 20 minutes. It was neutralized with saturated sodium bicarbonate solution and extracted with ethyl acetate. Extracts were dried over magnesium sulfate and evaporated to dryness to afford the title compound as oil. The solvent is O1CCCC1 (tetrahydrofuran), O1CCCC1 (tetrahydrofuran). Reaction SMILES: [CH3:1][C:2]1[CH:3]=[C:4]2[C:8](=[C:9]([CH3:11])[CH:10]=1)[NH:7][C:6](=O)[C:5]2=O.C(=O)(O)[O-].[Na+]>O1CCCC1>[CH3:1][C:2]1[CH:3]=[C:4]2[C:8](=[C:9]([CH3:11])[CH:10]=1)[NH:7][CH:6]=[CH:5]2 |f:1.2|. The reactants are C([O-])(O)=O.[Na+] (sodium bicarbonate), CC=1C=C2C(C(NC2=C(C1)C)=O)=O (5,7-dimethyl-1H-indole-2,3-dione), solution. Yields the product CC=1C=C2C=CNC2=C(C1)C (5,7-Dimethyl-1H-indole). Reactants: CC1(C(C(C1=O)(C)C)=O)C (2,2,4,4-tetramethylcyclobutane-1,3-dione), C(C(C)C)(=O)O (isobutyric acid). Solvent: C(C(C)C)(=O)OCC(C)C (isobutyl isobutyrate). Yields the product CC1(C(C(C1O)(C)C)O)C (2,2,4,4-Tetramethylcyclobutane-1,3-diol). As a reaction SMILES: [CH3:1][C:2]1([CH3:10])[C:5](=[O:6])[C:4]([CH3:8])([CH3:7])[C:3]1=[O:9].C(O)(=O)C(C)C>C(OCC(C)C)(=O)C(C)C>[CH3:7][C:4]1([CH3:8])[CH:5]([OH:6])[C:2]([CH3:10])([CH3:1])[CH:3]1[OH:9]. Reported procedure: A solution of 18.0 wt % 2,2,4,4-tetramethylcyclobutane-1,3-dione and 3.90 wt % isobutyric acid in isobutyl isobutyrate was added to the reactor system containing 405 mL of a 2 wt % Ru-0.5 wt % Re-0.025 wt % Sn on alumina catalyst at a rate of 20 mL/min. The pressure at the top of the reactor was maintained at 500 psig and the temperature at the top of the catalyst bed was 128° C. These conditions were maintained for 24 hours. The average conversion of the dione was 98.4%. 2,2,4,4-Tetramethylcycl...